From a dataset of the Open Reaction Database (ORD), a public repository of structured organic reaction records. describe an organic reaction: reactants, conditions, products, and yield The reactants are CC(C(=O)O)c1ccc2c(c1)SCC1CCCCC1C2=O, O, C=CCO, O=S(=O)(O)O. Yields the product C=CCOC(=O)C(C)c1ccc2c(c1)SCC1CCCCC1C2=O. As a reaction SMILES: [O:1]=[C:2]1[c:3]2[c:4]([cH:13][c:14]([CH:17]([C:18](=[O:19])[OH:20])[CH3:21])[cH:15][cH:16]2)[S:5][CH2:6][CH:7]2[CH:8]1[CH2:9][CH2:10][CH2:11][CH2:12]2.[OH2:31].[OH:27][CH2:28][CH:29]=[CH2:30].[S:22](=[O:23])(=[O:24])([OH:25])[OH:26]>>[O:1]=[C:2]1[c:3]2[c:4]([cH:13][c:14]([CH:17]([C:18](=[O:19])[O:20][CH2:30][CH:29]=[CH2:28])[CH3:21])[cH:15][cH:16]2)[S:5][CH2:6][CH:7]2[CH:8]1[CH2:9][CH2:10][CH2:11][CH2:12]2. Starting materials: CCN, O=Cc1ncc[nH]1. The product is CCNCc1ncc[nH]1. RXN SMILES: [CH3:1][CH2:2][NH2:3].[nH:4]1[c:5]([CH:9]=[O:10])[n:6][cH:7][cH:8]1>>[CH3:1][CH2:2][NH:3][CH2:9][c:5]1[nH:4][cH:8][cH:7][n:6]1. Reactants: CC#N, CCCc1cc(C(O)(C(F)(F)F)C(F)(F)F)ccc1Oc1cccc(CN2C(=O)NC(C)(c3ccc(SC)nc3)C2=O)c1, O, OO. Yields the product CCCc1cc(C(O)(C(F)(F)F)C(F)(F)F)ccc1Oc1cccc(CN2C(=O)NC(C)(c3ccc(S(C)=O)nc3)C2=O)c1. As a reaction SMILES: [CH3:47][C:48]#[N:49].[F:1][C:2]([C:3]([C:4]([F:5])([F:6])[F:7])([OH:8])[c:9]1[cH:10][c:11]([CH2:39][CH2:40][CH3:41])[c:12]([O:13][c:14]2[cH:15][c:16]([CH2:17][N:18]3[C:19](=[O:33])[NH:20][C:21]([c:24]4[cH:25][n:26][c:27]([S:30][CH3:31])[cH:28][cH:29]4)([CH3:32])[C:22]3=[O:23])[cH:34][cH:35][cH:36]2)[cH:37][cH:38]1)([F:42])[F:43].[OH2:46].[OH:44][OH:45]>>[F:1][C:2]([C:3]([C:4]([F:5])([F:6])[F:7])([OH:8])[c:9]1[cH:10][c:11]([CH2:39][CH2:40][CH3:41])[c:12]([O:13][c:14]2[cH:15][c:16]([CH2:17][N:18]3[C:19](=[O:33])[NH:20][C:21]([c:24]4[cH:25][n:26][c:27]([S:30]([CH3:31])=[O:44])[cH:28][cH:29]4)([CH3:32])[C:22]3=[O:23])[cH:34][cH:35][cH:36]2)[cH:37][cH:38]1)([F:42])[F:43]. Reactants: O=C([O-])[O-], CCOC(=O)c1cccc(O)c1, CCOC(CBr)OCC, [I-], [K+], [K+], [Na+], CN(C)C=O. The product is CCOC(=O)c1cccc(OCC(OCC)OCC)c1. RXN SMILES: [C:13](=[O:14])([O-:15])[O-:16].[CH2:1]([CH3:2])[O:3][C:4]([c:5]1[cH:6][c:7]([OH:11])[cH:8][cH:9][cH:10]1)=[O:12].[CH2:21]([CH3:22])[O:23][CH:24]([CH2:25][Br:26])[O:27][CH2:28][CH3:29].[I-:20].[K+:17].[K+:18].[Na+:19].[O:30]=[CH:31][N:32]([CH3:33])[CH3:34]>>[CH2:1]([CH3:2])[O:3][C:4]([c:5]1[cH:6][c:7]([O:11][CH2:25][CH:24]([O:23][CH2:21][CH3:22])[O:27][CH2:28][CH3:29])[cH:8][cH:9][cH:10]1)=[O:12]. Reactants: BrC1=CC=C(C=C1)F (p-bromofluorobenzene), C(C1=CC=CC=C1)(=O)C1=CC=NC=C1 (4-benzoylpyridine), [Cl-].[NH4+] (ammonium chloride), [Mg] (magnesium), II (iodine). Run in CCOCC (ether), CCOCC (ether), CCOCC (ether). Reaction conditions: temperature 25 celsius, time 2 hour. Product: FC1=CC=C(C=C1)C(O)(C1=CC=NC=C1)C1=CC=CC=C1 (α-(4-Fluorophenyl)-α-phenyl-4-pyridinemethanol). Yield: 45.0%. Reaction SMILES: [Mg].II.Br[C:5]1[CH:10]=[CH:9][C:8]([F:11])=[CH:7][CH:6]=1.[C:12]([C:20]1[CH:25]=[CH:24][N:23]=[CH:22][CH:21]=1)(=[O:19])[C:13]1[CH:18]=[CH:17][CH:16]=[CH:15][CH:14]=1.[Cl-].[NH4+]>CCOCC>[F:11][C:8]1[CH:9]=[CH:10][C:5]([C:12]([C:13]2[CH:14]=[CH:15][CH:16]=[CH:17][CH:18]=2)([C:20]2[CH:25]=[CH:24][N:23]=[CH:22][CH:21]=2)[OH:19])=[CH:6][CH:7]=1 |f:4.5|. Reported procedure: To a suspension of 18.5 g (0.761 mole) of magnesium turnings and several crystals of iodine in 800 ml of anhydrous ether, cooled in an ice bath and under an atmosphere of argon was slowly added a solution of p-bromofluorobenzene in 200 ml of ether. The solution was stirred for 2 hr at 25° C. and 97.02 g (0.530 mole) of 4-benzoylpyridine was added as a solid. An additional 1 liter of anhydrous ether was added, and the solution was stirred at 25° C. for 3 hr. The reaction mixture was poured into a... The reactants are BrCc1ccccc1, O=C([O-])[O-], CS(C)=O, Cc1cc(O)c(Cl)cc1N=O, [K+], [K+]. Product: Cc1cc(OCc2ccccc2)c(Cl)cc1N=O. As a reaction SMILES: [Br:12][CH2:13][c:14]1[cH:15][cH:16][cH:17][cH:18][cH:19]1.[C:20](=[O:21])([O-:22])[O-:23].[CH3:26][S:27]([CH3:28])=[O:29].[Cl:1][c:2]1[c:3]([OH:11])[cH:4][c:5]([CH3:10])[c:6]([N:8]=[O:9])[cH:7]1.[K+:24].[K+:25]>>[Cl:1][c:2]1[c:3]([O:11][CH2:13][c:14]2[cH:15][cH:16][cH:17][cH:18][cH:19]2)[cH:4][c:5]([CH3:10])[c:6]([N:8]=[O:9])[cH:7]1. The reactants are CC(C)C[Al+]CC(C)C, CCOC(=O)C(=CC=C(C)CCC=C(C)C)C(C)C, CCCCCC, Cc1ccccc1, [H-], O. Yields the product CC(C)=CCCC(C)=CC=C(CO)C(C)C. RXN SMILES: [CH2:21]([Al+:22][CH2:23][CH:24]([CH3:25])[CH3:26])[CH:27]([CH3:28])[CH3:29].[CH3:1][CH:2]([CH3:3])[C:4]([C:5](=[O:6])[O:7][CH2:8][CH3:9])=[CH:10][CH:11]=[C:12]([CH2:13][CH2:14][CH:15]=[C:16]([CH3:17])[CH3:18])[CH3:19].[CH3:30][CH2:31][CH2:32][CH2:33][CH2:34][CH3:35].[CH3:37][c:38]1[cH:39][cH:40][cH:41][cH:42][cH:43]1.[H-:20].[OH2:36]>>[CH3:1][CH:2]([CH3:3])[C:4]([CH2:5][OH:6])=[CH:10][CH:11]=[C:12]([CH2:13][CH2:14][CH:15]=[C:16]([CH3:17])[CH3:18])[CH3:19]. Starting materials: CO (methanol), [CH2-]C(=O)C.[CH2-]C(=O)C.O=C[C@H](O)[C@H](O)[C@H](O)[C@H](O)CO (allose diacetonide), [H-].[Na+] (sodium hydride), oil, C(C1=CC=CC=C1)Br (benzyl bromide), t-n-butylammonium iodide, 1h. The solvent is C1CCOC1 (THF), C1CCOC1.CN(C)C=O (THF DMF). Reported procedure: To a stirred solution of the allose diacetonide (19.6 g, ca. 75 mmol) in THF-DMF (500 mL, 4:1 v/v) at and under argon was added a 60% sodium hydride dispersion in mineral oil (6.0 g, 150 mmol) portionwise over 30 min. The resulting mixture was allowed to warm to room temperature over 1h, then it was recooled to 0° C. before benzyl bromide (25.7 g, 17.9 mL, 150 mmol) and t-n-butylammonium iodide (1.0 g) were added. The resulting mixture was allowed to warm to room temperature and stir for 16 h. T... Product: CC1(OC[C@@H](O1)[C@@H]2[C@H]([C@@H]3[C@H](O2)OC(O3)(C)C)OCC4=CC=CC=C4)C (3-O-benzyl-1,2:5,6-di-O-isopropylidene-α-D-allofuranose), oil. As a reaction SMILES: [CH2-:1][C:2]([CH3:4])=[O:3].[CH2-:5][C:6]([CH3:8])=O.O=[CH:10][C@@H:11]([C@@H:13]([C@@H:15]([C@@H:17]([CH2:19][OH:20])[OH:18])[OH:16])[OH:14])[OH:12].[H-].[Na+].[CH2:23](Br)[C:24]1[CH:29]=[CH:28][CH:27]=[CH:26][CH:25]=1.CO>C1COCC1.CN(C=O)C.C1COCC1>[CH3:1][C:2]1([CH3:4])[O:12][C@@H:11]([C@H:13]2[O:14][C@@H:19]3[O:20][C:6]([CH3:8])([CH3:5])[O:18][C@@H:17]3[C@@H:15]2[O:16][CH2:23][C:24]2[CH:29]=[CH:28][CH:27]=[CH:26][CH:25]=2)[CH2:10][O:3]1 |f:0.1.2,3.4,7.8|. Conditions: time 16 hour. The reactants are ClCCCN1C=NC2=C1C=CC=C2 (1-(3-chloropropyl)-1H-benzimidazole), C1(=CC=CC=C1)N1CNC(C12CCNCC2)=O (1-phenyl-1,3,8-triazaspiro[4,5]decan-4-one), C([O-])([O-])=O.[Na+].[Na+] (sodium carbonate), [I-].[K+] (potassium iodide). Run in CC(CC(C)=O)C (4-methyl-2-pentanone), O (water). The product is N1(C=NC2=C1C=CC=C2)CCCN2CCC1(C(NCN1C1=CC=CC=C1)=O)CC2 (8-[3-(1H-benzimidazol-1-yl)propyl]-1-phenyl-1,3,8-triazaspiro-[4,5]decan-4-one). Isolated yield 25.0%. RXN SMILES: Cl[CH2:2][CH2:3][CH2:4][N:5]1[C:9]2[CH:10]=[CH:11][CH:12]=[CH:13][C:8]=2[N:7]=[CH:6]1.[C:14]1([N:20]2[C:24]3([CH2:29][CH2:28][NH:27][CH2:26][CH2:25]3)[C:23](=[O:30])[NH:22][CH2:21]2)[CH:19]=[CH:18][CH:17]=[CH:16][CH:15]=1.C(=O)([O-])[O-].[Na+].[Na+].[I-].[K+]>O.CC(C)CC(=O)C>[N:5]1([CH2:4][CH2:3][CH2:2][N:27]2[CH2:26][CH2:25][C:24]3([N:20]([C:14]4[CH:19]=[CH:18][CH:17]=[CH:16][CH:15]=4)[CH2:21][NH:22][C:23]3=[O:30])[CH2:29][CH2:28]2)[C:9]2[CH:10]=[CH:11][CH:12]=[CH:13][C:8]=2[N:7]=[CH:6]1 |f:2.3.4,5.6|. Procedure: A mixture of 6 parts of 1-(3-chloropropyl)-1H-benzimidazole, 4.6 parts of 1-phenyl-1,3,8-triazaspiro[4,5]decan-4-one, 10 parts of sodium carbonate, 0.1 parts of potassium iodide and 80 parts of 4-methyl-2-pentanone is stirred and refluxed overnight. The reaction mixture is cooled, water is added and the layers are separated. The organic phase is dried, filtered and evaporated. The residue is purified by column-chromatography over silica gel using a mixture of trichloromethane and methanol (90:10...